Dataset: the Open Reaction Database (ORD), a public repository of structured organic reaction records. Task: describe an organic reaction: reactants, conditions, products, and yield Starting materials: C1=CC=CC=2C3=CC=CC=C3C(C12)COC(=O)N1C[C@@H](C[C@@H](C1)C(N(C1CC1)CC1=C(C=CC=C1)Cl)=O)NC(=O)OC(C)(C)C ((3R*,5S*)-3-tert-butoxycarbonylamino-5-[(2-chloro-benzyl)-cyclopropylcarbamoyl]-piperidine-1-carboxylic acid 9H-fluoren-9-ylmethyl ester), Cl (HCl). Reaction conditions: time 2 hour. Product: C1=CC=CC=2C3=CC=CC=C3C(C12)COC(=O)N1C[C@@H](C[C@@H](C1)C(N(C1CC1)CC1=C(C=CC=C1)Cl)=O)N ((3R*,5S*)-3-Amino-5-[(2-chloro-benzyl)-cyclopropyl-carbamoyl]-piperidine-1-carboxylic acid 9H-fluoren-9-ylmethyl ester). RXN SMILES: [CH:1]1[C:13]2[CH:12]([CH2:14][O:15][C:16]([N:18]3[CH2:23][C@@H:22]([C:24](=[O:37])[N:25]([CH2:29][C:30]4[CH:35]=[CH:34][CH:33]=[CH:32][C:31]=4[Cl:36])[CH:26]4[CH2:28][CH2:27]4)[CH2:21][C@@H:20]([NH:38]C(OC(C)(C)C)=O)[CH2:19]3)=[O:17])[C:11]3[C:6](=[CH:7][CH:8]=[CH:9][CH:10]=3)[C:5]=2[CH:4]=[CH:3][CH:2]=1.Cl>>[CH:10]1[C:11]2[CH:12]([CH2:14][O:15][C:16]([N:18]3[CH2:23][C@@H:22]([C:24](=[O:37])[N:25]([CH2:29][C:30]4[CH:35]=[CH:34][CH:33]=[CH:32][C:31]=4[Cl:36])[CH:26]4[CH2:27][CH2:28]4)[CH2:21][C@@H:20]([NH2:38])[CH2:19]3)=[O:17])[C:13]3[C:5](=[CH:4][CH:3]=[CH:2][CH:1]=3)[C:6]=2[CH:7]=[CH:8][CH:9]=1. Procedure: A mixture of (3R*,5S*)-3-tert-butoxycarbonylamino-5-[(2-chloro-benzyl)-cyclopropylcarbamoyl]-piperidine-1-carboxylic acid 9H-fluoren-9-ylmethyl ester (186 mg, 0.295 mmol) and HCl (5M in 2-propanol, 2 mL, 10 mmol) is stirred for 2 h at RT. The mixture is evaporated and the residue dried to afford the title compound as a beige amorphous solid. MS: 530.4 [M+H]+; tR (HPLC, Nucleosil C18; 5-100% CH3CN+0.1% TFA/H2O+0.1% TFA for 8 min, flow 1.5 ml/min): 6.02 min. Reactants: C#CCCCc1ccccc1, Cc1ccc(S(=O)(=O)Oc2cc(C)ncn2)cc1, CCCCCCC, CCOC(C)=O. Product: Cc1cc(C#CCCCc2ccccc2)ncn1. RXN SMILES: [CH2:19]([CH2:20][CH2:21][C:22]#[CH:23])[c:24]1[cH:25][cH:26][cH:27][cH:28][cH:29]1.[CH3:1][c:2]1[cH:3][c:4]([O:8][S:9]([c:10]2[cH:11][cH:12][c:13]([CH3:14])[cH:15][cH:16]2)(=[O:17])=[O:18])[n:5][cH:6][n:7]1.[CH3:30][CH2:31][CH2:32][CH2:33][CH2:34][CH2:35][CH3:36].[CH3:37][CH2:38][O:39][C:40]([CH3:41])=[O:42]>>[CH3:1][c:2]1[cH:3][c:4]([C:23]#[C:22][CH2:21][CH2:20][CH2:19][c:24]2[cH:25][cH:26][cH:27][cH:28][cH:29]2)[n:5][cH:6][n:7]1. The reactants are C=1SC=C2NC3=C(NC(C21)=O)C=CC=C3 (4,9-dihydro-10H-thieno[3,4-b][1,5]benzodiazepin-10-one), ice water, [H-].[Na+] (sodium hydride), C(CCCCC)I (n-hexyl iodide). Solvent: CN(C=O)C (dimethylformamide). Run at time 8 hour. Yields the product C(CCCCC)N1C(C=2C(NC3=C1C=CC=C3)=CSC2)=O (4,9-Dihydro-9-hexyl-10H-thieno[3,4-b][1,5]benzodiazepin-10-one). As a reaction SMILES: [CH:1]1[S:2][CH:3]=[C:4]2[C:10]=1[C:9](=[O:11])[NH:8][C:7]1[CH:12]=[CH:13][CH:14]=[CH:15][C:6]=1[NH:5]2.[H-].[Na+].[CH2:18](I)[CH2:19][CH2:20][CH2:21][CH2:22][CH3:23]>CN(C)C=O>[CH2:18]([N:8]1[C:7]2[CH:12]=[CH:13][CH:14]=[CH:15][C:6]=2[NH:5][C:4]2=[CH:3][S:2][CH:1]=[C:10]2[C:9]1=[O:11])[CH2:19][CH2:20][CH2:21][CH2:22][CH3:23] |f:1.2|. Procedure details: An 11.8 g. portion of 4,9-dihydro-10H-thieno[3,4-b][1,5]benzodiazepin-10-one is combined with 2.8 g. of 50% sodium hydride in mineral oil and 175 ml. of dimethylformamide and stirred for 2 hours. A 15.7 g. (11 ml.) portion of n-hexyl iodide is added and the mixture is stirred overnight. The reaction mixture is poured into ice water and the brown oil is separated and dissolved in methylene chloride. The dimethylformamide-water mixture is extracted twice with methylene chloride. All methylene chlo... Starting materials: compound, ClC1=NC=NC2=CC=C(C=C12)O (4-chloro-6-hydroxy-quinazoline), ClC1=NC=CC=C1Cl (2,3-dichloropyridine), NC1=NC(=NS1)C (5-amino-3-methyl-[1,2,4]thiadiazole). The product is ClC=1C(=NC=CC1)OC=1C=C2C(=NC=NC2=CC1)NC1=NC(=NS1)C ([6-(3-Chloropyridin-2-yloxy)-quinazolin-4-yl]-3-methyl-[1,2,4]thiadiazol-5-yl-amine). RXN SMILES: Cl[C:2]1[C:7]([Cl:8])=[CH:6][CH:5]=[CH:4][N:3]=1.[NH2:9][C:10]1[S:14][N:13]=[C:12]([CH3:15])[N:11]=1.Cl[C:17]1[C:26]2[C:21](=[CH:22][CH:23]=[C:24]([OH:27])[CH:25]=2)[N:20]=[CH:19][N:18]=1>>[Cl:8][C:7]1[C:2]([O:27][C:24]2[CH:25]=[C:26]3[C:21](=[CH:22][CH:23]=2)[N:20]=[CH:19][N:18]=[C:17]3[NH:9][C:10]2[S:14][N:13]=[C:12]([CH3:15])[N:11]=2)=[N:3][CH:4]=[CH:5][CH:6]=1. Procedure details: The compound of Example 86 was manufactured by the same method as in Example 95, by a similar method thereto or by a combination of such a method with a conventional method using 2,3-dichloropyridine, 5-amino-3-methyl-[1,2,4]thiadiazole and 4-chloro-6-hydroxy-quinazoline. The reactants are CC(C)O (2-propanol), [N+](=O)([O-])C1=C(C=CC=C1)CC(=O)O (2-nitrophenylacetic acid), C(Cl)Cl (CH2Cl2), COC(=O)N1CC(N(CC1)C(CC1=C(C=CC=C1)N)=O)CN1CCCC1 (Methyl-4-[(2-amino-phenyl)acetyl]-3-(R,S)-[(1-pyrrolidinyl)methyl]-1-piperazinecarboxylate). Yields the product Cl.[N+](=O)([O-])C1=C(C=CC=C1)CC(=O)N([C@H]1[C@@H](CCCC1)N1CCCC1)C ((±)-trans-2-Nitro-N-methyl-N-[2-(1-pyrrolidinyl)cyclohexyl]phenylacetamide Hydrochloride). Isolated yield 21.0%. RXN SMILES: [N+:1]([C:4]1[CH:9]=[CH:8][CH:7]=[CH:6][C:5]=1[CH2:10][C:11]([OH:13])=O)([O-:3])=[O:2].C(Cl)[Cl:15].COC(N1CC[N:24]([C:27](=O)CC2C=CC=CC=2N)[CH:23]([CH2:37][N:38]2[CH2:42][CH2:41][CH2:40][CH2:39]2)[CH2:22]1)=O.[CH3:43][CH:44](O)[CH3:45]>>[ClH:15].[N+:1]([C:4]1[CH:9]=[CH:8][CH:7]=[CH:6][C:5]=1[CH2:10][C:11]([N:24]([CH3:27])[C@@H:23]1[CH2:22][CH2:45][CH2:44][CH2:43][C@H:37]1[N:38]1[CH2:39][CH2:40][CH2:41][CH2:42]1)=[O:13])([O-:3])=[O:2] |f:4.5|. Reported procedure: Prepared from 2-nitrophenylacetic acid [solvent for purification- CH2Cl2:CH3OH: 28%NH4OH (98:2:2)]: yield 21% as a white solid (2-propanol); mp 267-269° C. (d); 1H NMR((200 MHz, CDCl3) δ1.00-1.44 (m, 2H), 1.60-2.35 (m, 8H), 2.85 (m, 1H), 3.15 (s, 3H), 3.18-3.35 (m, 4H), 3.40 (m, 1H), 3.85 (m, 1H), 4.33 (dd, J=10.0 Hz, 2H), 4.64 (m, 1H), 7.35 (m, 1H), 7.56 (m, 2H), 8.05 (d, J=7.8 Hz, 1H), 11.02 (bs, 1H). Anal. Calcd for C19H27N3O3.HCl: C, 59.75; H, 7.39; Cl, 9.28; N, 11.00. Found: C, 59.98; H, 7....